From a dataset of the Open Reaction Database (ORD), a public repository of structured organic reaction records. describe an organic reaction: reactants, conditions, products, and yield Reactants: CN(C)C=O (DMF), COC=1C=C2C(NC=NC2=CC1OCCOC)=O (6-methoxy-7-(2-methoxyethoxy)-3,4-dihydroquinazolin-4-one), S(=O)(Cl)Cl (thionyl chloride). Yields the product ClC1=NC=NC2=CC(=C(C=C12)OC)OCCOC (4-chloro-6-methoxy-7-(2-methoxyethoxy)quinazoline). Yield: 51.0%. RXN SMILES: CN(C=O)C.[CH3:6][O:7][C:8]1[CH:9]=[C:10]2[C:15](=[CH:16][C:17]=1[O:18][CH2:19][CH2:20][O:21][CH3:22])[N:14]=[CH:13][NH:12][C:11]2=O.S(Cl)([Cl:26])=O>>[Cl:26][C:11]1[C:10]2[C:15](=[CH:16][C:17]([O:18][CH2:19][CH2:20][O:21][CH3:22])=[C:8]([O:7][CH3:6])[CH:9]=2)[N:14]=[CH:13][N:12]=1. Reported procedure: DMF (0.5 ml) was added to a mixture of 6-methoxy-7-(2-methoxyethoxy)-3,4-dihydroquinazolin-4-one (5.1 g, 20 mmol) in thionyl chloride (50 ml). The mixture was stirred and heated at reflux for 3 hours, allowed to cool and the excess thionyl chloride removed by evaporation. The residue was suspended in methylene chloride and washed with aqueous sodium hydrogen carbonate solution. The aqueous phase was extracted with methylene chloride and the combined extracts dried (MgSO4). The crude product was ... Starting materials: [OH-].[K+] (KOH), ClC[C@@H](C\C=C/C[Si](C)(C)C)O ((Z)-(R)-1-Chloro-6-trimethylsilanyl-hex-4-en-2-ol), 24h, chlorohydrine, C1CCOC1 (THF), ice NH4Cl. Run in O (water). Product: C[Si](C\C=C/C[C@H]1OC1)(C)C ((Z)-(R)-trimethyl-(4-oxiranyl-but-2-enyl)-silane). Isolated yield 98.3%. As a reaction SMILES: Cl[CH2:2][C@H:3]([OH:12])[CH2:4]/[CH:5]=[CH:6]\[CH2:7][Si:8]([CH3:11])([CH3:10])[CH3:9].C1COCC1.[OH-].[K+]>O>[CH3:9][Si:8]([CH3:11])([CH3:10])[CH2:7]/[CH:6]=[CH:5]\[CH2:4][C@@H:3]1[CH2:2][O:12]1 |f:2.3|. Procedure details: 12.97 g (62.7 mmol) of (Z)-(R)-1-Chloro-6-trimethylsilanyl-hex-4-en-2-ol was dissolved in 215 ml of abs. THF. A solution of 60.34 g (1.08 mol) of KOH in 61 g of water was added ant the heterogeneous mixture stirred at 30° for 24h, until GC analysis indicated the disappearance of the starting chlorohydrine. The reaction mixture was then poured onto crushed ice/NH4Cl, extracted with ether, dried over sodium sulfate, and the solvents removed i.V. Thereby, 10.5 g of (Z)-(R)-trimethyl-(4-oxiranyl-but... The reactants are ice, ice, O (water), [N+](=O)([O-])C=1C=C(C=CC1)O (3-nitrophenol), ClCC#N (chloroacetonitrile), C(=O)([O-])[O-].[K+].[K+] (K2CO3). The solvent is CS(=O)C (DMSO). Run at temperature 0 celsius, time 3 hour. Yields the product [N+](=O)([O-])C=1C=C(OCC#N)C=CC1 (3-nitrophenoxyacetonitrile). Yield: 88.0%. RXN SMILES: [N+:1]([C:4]1[CH:5]=[C:6]([OH:10])[CH:7]=[CH:8][CH:9]=1)([O-:3])=[O:2].Cl[CH2:12][C:13]#[N:14].C([O-])([O-])=O.[K+].[K+].O>CS(C)=O>[N+:1]([C:4]1[CH:5]=[C:6]([CH:7]=[CH:8][CH:9]=1)[O:10][CH2:12][C:13]#[N:14])([O-:3])=[O:2] |f:2.3.4|. Procedure: A mixture of 41.7 grams (g) of 3-nitrophenol, 24 g of chloroacetonitrile and 58.8 g of anhydrous K2CO3 in 60 milliliters (ml) of DMSO was heated with stirring in a round-bottomed three-necked flask at 70°-80° C. for 3 hours. The reaction mixture was then poured into 1200 ml of ice and water, which resulted in crystal formation. When all of the ice had melted, the solids were filtered, washed well with water and dried overnight in a vacuum oven. The solids were then put in solution in 400 ml of b... Reactants: O=c1[nH]ccc(OCc2ccc(F)cc2F)c1Br, ClCc1ccc(CCl)cc1, [K+], [K+], O=C([O-])[O-], CN(C)C=O. Product: O=c1c(Br)c(OCc2ccc(F)cc2F)ccn1Cc1ccc(CCl)cc1. Reaction SMILES: [Br:1][c:2]1[c:3](=[O:18])[nH:4][cH:5][cH:6][c:7]1[O:8][CH2:9][c:10]1[c:11]([F:17])[cH:12][c:13]([F:16])[cH:14][cH:15]1.[Cl:25][CH2:26][c:27]1[cH:28][cH:29][c:30]([CH2:33][Cl:34])[cH:31][cH:32]1.[K+:19].[K+:20].[O-:21][C:22]([O-:23])=[O:24].[O:35]=[CH:36][N:37]([CH3:38])[CH3:39]>>[Br:1][c:2]1[c:3](=[O:18])[n:4]([CH2:33][c:30]2[cH:29][cH:28][c:27]([CH2:26][Cl:25])[cH:32][cH:31]2)[cH:5][cH:6][c:7]1[O:8][CH2:9][c:10]1[c:11]([F:17])[cH:12][c:13]([F:16])[cH:14][cH:15]1. Starting materials: [BH3-]C#N, CCOC(=O)C(=O)CCc1ccc(F)cc1, CC(N)C(=O)N1CCCC1C(=O)O, [Na+]. The product is CCOC(=O)C(CCc1ccc(F)cc1)NC(C)C(=O)N1CCCC1C(=O)O. As a reaction SMILES: [C:30]([BH3-:31])#[N:32].[CH2:1]([CH3:2])[O:3][C:4]([C:5]([CH2:6][CH2:7][c:8]1[cH:9][cH:10][c:11]([F:14])[cH:12][cH:13]1)=[O:15])=[O:16].[NH2:17][CH:18]([CH3:19])[C:20](=[O:21])[N:22]1[CH:23]([C:24](=[O:25])[OH:26])[CH2:27][CH2:28][CH2:29]1.[Na+:33]>>[CH2:1]([CH3:2])[O:3][C:4]([CH:5]([CH2:6][CH2:7][c:8]1[cH:9][cH:10][c:11]([F:14])[cH:12][cH:13]1)[NH:17][CH:18]([CH3:19])[C:20](=[O:21])[N:22]1[CH:23]([C:24](=[O:25])[OH:26])[CH2:27][CH2:28][CH2:29]1)=[O:16]. Reactants: BrB(Br)Br, O=C([O-])O, COc1ccc(-c2cnc(NC(=O)Cc3ccccc3)c(Cc3ccccc3)n2)cc1, ClCCl, [Na+]. Yields the product O=C(Cc1ccccc1)Nc1ncc(-c2ccc(O)cc2)nc1Cc1ccccc1. RXN SMILES: [B:32]([Br:33])([Br:34])[Br:35].[C:36](=[O:37])([OH:38])[O-:39].[CH2:1]([c:2]1[cH:3][cH:4][cH:5][cH:6][cH:7]1)[c:8]1[c:9]([NH:22][C:23]([CH2:24][c:25]2[cH:26][cH:27][cH:28][cH:29][cH:30]2)=[O:31])[n:10][cH:11][c:12](-[c:14]2[cH:15][cH:16][c:17]([O:20][CH3:21])[cH:18][cH:19]2)[n:13]1.[Cl:41][CH2:42][Cl:43].[Na+:40]>>[CH2:1]([c:2]1[cH:3][cH:4][cH:5][cH:6][cH:7]1)[c:8]1[c:9]([NH:22][C:23]([CH2:24][c:25]2[cH:26][cH:27][cH:28][cH:29][cH:30]2)=[O:31])[n:10][cH:11][c:12](-[c:14]2[cH:15][cH:16][c:17]([OH:20])[cH:18][cH:19]2)[n:13]1.